This data is from the Open Reaction Database (ORD), a public repository of structured organic reaction records. The task is: describe an organic reaction: reactants, conditions, products, and yield The reactants are Cc1cc(O)c2nn(C)c(-c3ccc(Cl)cc3Cl)c2n1, O=P(Cl)(Cl)Cl. Yields the product Cc1cc(Cl)c2nn(C)c(-c3ccc(Cl)cc3Cl)c2n1. RXN SMILES: [CH3:1][c:2]1[cH:3][c:4]([OH:20])[c:5]2[c:6]([n:7]1)[c:8](-[c:12]1[c:13]([Cl:19])[cH:14][c:15]([Cl:18])[cH:16][cH:17]1)[n:9]([CH3:11])[n:10]2.[P:21]([Cl:22])([Cl:23])([Cl:24])=[O:25]>>[CH3:1][c:2]1[cH:3][c:4]([Cl:23])[c:5]2[c:6]([n:7]1)[c:8](-[c:12]1[c:13]([Cl:19])[cH:14][c:15]([Cl:18])[cH:16][cH:17]1)[n:9]([CH3:11])[n:10]2. Reactants: NC1=C(C#N)C(=CC=C1[N+](=O)[O-])Cl (2-amino-6-chloro-3-nitrobenzonitrile), CC(C(=O)OCC)C(=O)C (ethyl 2-methylacetoacetate), C(=O)([O-])[O-].[K+].[K+] (K2CO3). Run in CCOC(=O)C (EtOAc), CN(C)C=O (DMF). Run at time 24 hour. Product: C(C)OC(C(C(C)=O)(C)C1=C(C(=C(C=C1)[N+](=O)[O-])N)C#N)=O (2-(3-amino-2-cyano-4-nitrophenyl)-2-methyl-3-oxobutyric acid ethyl ester). The yield is 45.5%. As a reaction SMILES: [NH2:1][C:2]1[C:9]([N+:10]([O-:12])=[O:11])=[CH:8][CH:7]=[C:6](Cl)[C:3]=1[C:4]#[N:5].[CH3:14][CH:15]([C:21]([CH3:23])=[O:22])[C:16]([O:18][CH2:19][CH3:20])=[O:17].C([O-])([O-])=O.[K+].[K+]>CN(C=O)C.CCOC(C)=O>[CH2:19]([O:18][C:16](=[O:17])[C:15]([C:6]1[CH:7]=[CH:8][C:9]([N+:10]([O-:12])=[O:11])=[C:2]([NH2:1])[C:3]=1[C:4]#[N:5])([CH3:14])[C:21](=[O:22])[CH3:23])[CH3:20] |f:2.3.4|. Reported procedure: To a solution of 2-amino-6-chloro-3-nitrobenzonitrile (1.97 g, 10 mmol) and ethyl 2-methylacetoacetate (3.6 g, 25 mmol) in DMF (10 mL) was added finely powdered K2CO3, and the mixture stirred vigorously for 24 h. The deep red mixture was diluted with EtOAc and washed in turn with 2M HCl, water and brine. The residue after evaporation was purified by flash chromatography in hexane/EtOAc 3:1 to yield 2-(3-amino-2-cyano-4-nitrophenyl)-2-methyl-3-oxobutyric acid ethyl ester as an oil (1.39 g, 46%), ... The reactants are COC(=O)C(C)C, C1CCOC1, [Li]CCCC, COP(C)(=O)OC, CC(=O)O, O. Product: COP(=O)(CC(=O)C(C)C)OC. Reaction SMILES: [C:13]([CH:14]([CH3:15])[CH3:16])(=[O:17])[O:18][CH3:19].[CH2:24]1[O:25][CH2:26][CH2:27][CH2:28]1.[CH2:8]([Li:9])[CH2:10][CH2:11][CH3:12].[CH3:1][P:2]([O:3][CH3:4])([O:5][CH3:6])=[O:7].[CH3:20][C:21](=[O:22])[OH:23].[OH2:29]>>[CH2:1]([P:2]([O:3][CH3:4])([O:5][CH3:6])=[O:7])[C:13]([CH:14]([CH3:15])[CH3:16])=[O:17]. Starting materials: NC=1SC=CN1 (2-aminothiazole), N1=CC=C(C=C1)C=O (4-pyridinecarboxaldehyde), O (water). The solvent is C1(=CC=CC=C1)C (toluene). Reaction conditions: time 3 hour. The product is crude intermediate, N1=CC=C(C=C1)CNC=1SC=CN1 (N-(pyridin-4-ylmethyl)-1,3-thiazol-2-amine). The yield is 73.2%. RXN SMILES: [NH2:1][C:2]1[S:3][CH:4]=[CH:5][N:6]=1.[N:7]1[CH:12]=[CH:11][C:10]([CH:13]=O)=[CH:9][CH:8]=1.O>C1(C)C=CC=CC=1>[N:7]1[CH:12]=[CH:11][C:10]([CH2:13][NH:1][C:2]2[S:3][CH:4]=[CH:5][N:6]=2)=[CH:9][CH:8]=1. Procedure: A mixture of 2-aminothiazole (3 g, 30 mmol) and 4-pyridinecarboxaldehyde (3.21 g, 30 mmol) in toluene (50 ml) was refluxed with a Dean-Stark water separator for 3 h. Solvent was removed under reduced pressure and the resulting yellow solid was dissolved in CH3OH (80 ml). The solution was carefully treated with sodium borohydride (1.8 g) and was stirred for 20 minutes. The reaction mixture was quenched with 1N NaOH and evaporated to dryness. The residue was dissolved in EtOAc, washed with brine a... The reactants are ClC1=NC(=C2N=CN(C2=N1)C1OCCCC1)N (2-Chloro-9-(tetrahydro-2H-pyran-2-yl)-9H-purin-6-amine), resultant suspension. The solvent is O (water), (w/w)-sodium butoxide, C(CCC)O (butanol). Yields the product C(CCC)OC1=NC(=C2N=CN(C2=N1)C1OCCCC1)N (2-Butoxy-9-(tetrahydro-2H-pyran-2-yl)-9H-purin-6-amine). Reaction SMILES: Cl[C:2]1[N:10]=[C:9]2[C:5]([N:6]=[CH:7][N:8]2[CH:11]2[CH2:16][CH2:15][CH2:14][CH2:13][O:12]2)=[C:4]([NH2:17])[N:3]=1>C(O)CCC.O>[CH2:11]([O:12][C:2]1[N:10]=[C:9]2[C:5]([N:6]=[CH:7][N:8]2[CH:11]2[CH2:16][CH2:15][CH2:14][CH2:13][O:12]2)=[C:4]([NH2:17])[N:3]=1)[CH2:16][CH2:15][CH3:14]. Reported procedure: The product from step (i) (40 g) was dissolved in 19% (w/w)-sodium butoxide in butanol (250 ml). The reaction mixture was stirred under reflux for 6 h. The resultant suspension was cooled to rt, diluted with water and extracted with diethyl ether. The combined organic phase was washed with water, dried and concentrated in vacuo. The subtitle compound was crystallized from diethyl ether/isohexane (1/1, 300 ml) and obtained by filtration. Yield 19 g. The reactants are FC=1C=C(C=C(C1)F)[C@@H](C)NC(C1=CC(=CC=C1)[N+](=O)[O-])C1=CC=C(C=C1)OC (N-[(R)-1-(3,5-difluorophenyl)ethyl]-N-[(4-methoxyphenyl)-(3-nitrophenyl)methyl]amine), [BH4-].[Na+] (sodium borohydride). The reagents and catalysts are O.O.O.O.O.O.[Ni](Cl)Cl (nickel chloride hexahydrate). Product: FC=1C=C(C=C(C1)F)[C@@H](C)NC(C=1C=C(C=CC1)N)C1=CC=C(C=C1)OC (3-{[(R)-1-(3,5-Difluorophenyl)ethylamino]-(4-methoxyphenyl)methyl}phenylamine). As a reaction SMILES: [F:1][C:2]1[CH:3]=[C:4]([C@H:9]([NH:11][CH:12]([C:22]2[CH:27]=[CH:26][C:25]([O:28][CH3:29])=[CH:24][CH:23]=2)[C:13]2[CH:18]=[CH:17][CH:16]=[C:15]([N+:19]([O-])=O)[CH:14]=2)[CH3:10])[CH:5]=[C:6]([F:8])[CH:7]=1.[BH4-].[Na+]>O.O.O.O.O.O.[Ni](Cl)Cl>[F:1][C:2]1[CH:3]=[C:4]([C@H:9]([NH:11][CH:12]([C:22]2[CH:23]=[CH:24][C:25]([O:28][CH3:29])=[CH:26][CH:27]=2)[C:13]2[CH:14]=[C:15]([NH2:19])[CH:16]=[CH:17][CH:18]=2)[CH3:10])[CH:5]=[C:6]([F:8])[CH:7]=1 |f:1.2,3.4.5.6.7.8.9|. Procedure details: Following a similar procedure to that described in Example (1b), 820 mg of isomer B of N-[(R)-1-(3,5-difluorophenyl)ethyl]-N-[(4-methoxyphenyl)-(3-nitrophenyl)methyl]amine [prepared as described in step (a) above], 1.13 g of nickel chloride hexahydrate and 328 mg of sodium borohydride were reacted, to obtain 480 mg of isomer B of the title compound as a yellow oil.